This data is from the Open Reaction Database (ORD), a public repository of structured organic reaction records. The task is: describe an organic reaction: reactants, conditions, products, and yield Reported procedure: To a solution of 3-methoxybenzothiophene-2-carboxaldehyde [3.4 g; J. Chem. Soc. C 779 (1967)] in ethanol (60 ml) was added sodium borohydride (0.34 g). After 10 minutes the solution was poured onto water (200 ml) and extracted with ether (2×50 ml). The ether extracts were washed with water (2×25 ml), dried and then evaporated to the title product as an orange oil. Yield, 3.4 g. 'HNMR (CDCl3, 60 MHz): 2.6 (s, 1H), 3.8 (s, 3H), 4.8 (s, 2H), 7.0-8.0 (m, 4H). This material (1.5 g) was dissolved in e... Conditions: time 1 hour. Reactants: COC1=C(SC2=C1C=CC=C2)C=O (3-methoxybenzothiophene-2-carboxaldehyde), [BH4-].[Na+] (sodium borohydride), material, P(Br)(Br)Br (phosphorous tribromide). Run in C(C)O (ethanol), CCOCC (ether). Yields the product BrCC=1SC2=C(C1OC)C=CC=C2 (2-Bromomethyl-3-methoxy-benzothiophene). Reaction SMILES: [CH3:1][O:2][C:3]1[C:7]2[CH:8]=[CH:9][CH:10]=[CH:11][C:6]=2[S:5][C:4]=1[CH:12]=O.[BH4-].[Na+].P(Br)(Br)[Br:17]>C(O)C.CCOCC>[Br:17][CH2:12][C:4]1[S:5][C:6]2[CH:11]=[CH:10][CH:9]=[CH:8][C:7]=2[C:3]=1[O:2][CH3:1] |f:1.2|. Reactants: Cl.NCCS (2-aminoethanethiol hydrochloride), C([O-])(O)=O.[Na+] (sodium bicarbonate), C(C)(C)(C)OC(N[C@H](C(C)(C)C)C(=O)F)=O ((R)-(1-Fluorocarbonyl-2,2-dimethyl-propyl)-carbamic Acid tert-butyl Ester). Run in O (water), C(Cl)Cl (CH2Cl2). Conditions: time 25 minute. Product: C(C)(C)(C)OC(N[C@H](C(C)(C)C)C(NCCS)=O)=O ((R)-[1-(2-mercapto-ethylcarbamoyl)-2,2-dimethyl-propyl]-carbamic Acid tert-butyl Ester). As a reaction SMILES: C(=O)(O)[O-].[Na+].Cl.[NH2:7][CH2:8][CH2:9][SH:10].[C:11]([O:15][C:16](=[O:26])[NH:17][C@@H:18]([C:23](F)=[O:24])[C:19]([CH3:22])([CH3:21])[CH3:20])([CH3:14])([CH3:13])[CH3:12]>O.C(Cl)Cl>[C:11]([O:15][C:16](=[O:26])[NH:17][C@@H:18]([C:23](=[O:24])[NH:7][CH2:8][CH2:9][SH:10])[C:19]([CH3:22])([CH3:21])[CH3:20])([CH3:14])([CH3:12])[CH3:13] |f:0.1,2.3|. Reported procedure: To a 25 mL round-bottom flask charged with a solution of sodium bicarbonate (83.0 mg, 0.99 mmol) in 4.8 mL water was added 2-aminoethanethiol hydrochloride (60.3 mg, 0.53 mmol). To this stirring solution was added dropwise over 60 seconds a solution of 25h (112.6 mg, 0.48 mmol) in 4.8 mL CH2Cl2. The reaction was vigorously stirred for 25 minutes at room temperature, then extracted twice with fresh CH2Cl2. The combined CH2Cl2 extracts were washed once with 5% aqueous HCl, once with 10% aqueous so... Reactants: C(C)(=O)N1N=CC2=CC(=CC=C12)OC1=C(C#N)C=C(C=C1)F (2-(1-Acetyl-1H-indazol-5-yloxy)-5-fluorobenzonitrile), Cl (HCl), O (water), [OH-].[Na+] (Sodium hydroxide). Solvent: CO (MeOH). Conditions: temperature 70 celsius, time 15 minute. The product is N1N=CC2=CC(=CC=C12)OC1=C(C#N)C=C(C=C1)F (2-(1H-indazol-5-yloxy)-5-fluorobenzonitrile). Isolated yield 91.2%. As a reaction SMILES: C([N:4]1[C:12]2[C:7](=[CH:8][C:9]([O:13][C:14]3[CH:21]=[CH:20][C:19]([F:22])=[CH:18][C:15]=3[C:16]#[N:17])=[CH:10][CH:11]=2)[CH:6]=[N:5]1)(=O)C.Cl.[OH-].[Na+].O>CO>[NH:4]1[C:12]2[C:7](=[CH:8][C:9]([O:13][C:14]3[CH:21]=[CH:20][C:19]([F:22])=[CH:18][C:15]=3[C:16]#[N:17])=[CH:10][CH:11]=2)[CH:6]=[N:5]1 |f:2.3|. Reported procedure: 2-(1-Acetyl-1H-indazol-5-yloxy)-5-fluorobenzonitrile (369.4 mL, 221.7 mmol) in 370 mL MeOH was treated with 1.0 N HCl (243.8 mL, 243.8 mmol) at ambient temperature. The brown suspension was warmed to 70° C. for 28 hours and then cooled to 0° C. Sodium hydroxide (254.9 mL, 254.9 mmol) was added, followed by water (400 mL). The reaction was stirred at 0° C. for 15 minutes and then filtered. The solids were washed with water (1.5 and dried under high vacuum at 40° C. for 72 hours to provide 51.2 g ... Starting materials: C([O-])([O-])=O.[Na+].[Na+] (sodium carbonate), 1,5-bromo-3-iodo-1-tosyl-1H-pyrrolo[2,3-b]pyridine, FC1=C(CN2N=CC(=C2)B2OC(C(O2)(C)C)(C)C)C=C(C=C1)F (1-(2,5-difluorobenzyl)-4-(4,4,5,5-tetramethyl-1,3,2-dioxaborolan-2-yl)-1H-pyrazole), BrC=1C=C2C(=NC1)N(C=C2I)S(=O)(=O)C2=CC=C(C)C=C2 (5-Bromo-3-iodo-1-tosyl-1H-pyrrolo[2,3-b]pyridine), FC1=C(CN2N=CC(=C2)B2OC(C(O2)(C)C)(C)C)C=C(C=C1)F (1-(2,5-difluorobenzyl)-4-(4,4,5,5-tetramethyl-1,3,2-dioxaborolan-2-yl)-1H-pyrazole). Reagents/catalysts: Cl[Pd]([P](C1=CC=CC=C1)(C2=CC=CC=C2)C3=CC=CC=C3)([P](C4=CC=CC=C4)(C5=CC=CC=C5)C6=CC=CC=C6)Cl (bis(triphenyl phosphine)palladium(ii) dichloride). The solvent is C1(=CC=CC=C1)C.C(C)O.O (toluene ethanol water). Product: BrC=1C=C2C(=NC1)N(C=C2C=2C=NN(C2)CC2=C(C=CC(=C2)F)F)S(=O)(=O)C2=CC=C(C)C=C2 (5-bromo-3-(1-(2,5-difluorobenzyl)-1H-pyrazol-4-yl)-1-tosyl-1H-pyrrolo[2,3-b]pyridine). Isolated yield 42.6%. RXN SMILES: [Br:1][C:2]1[CH:3]=[C:4]2[C:10](I)=[CH:9][N:8]([S:12]([C:15]3[CH:21]=[CH:20][C:18]([CH3:19])=[CH:17][CH:16]=3)(=[O:14])=[O:13])[C:5]2=[N:6][CH:7]=1.[F:22][C:23]1[CH:43]=[CH:42][C:41]([F:44])=[CH:40][C:24]=1[CH2:25][N:26]1[CH:30]=[C:29](B2OC(C)(C)C(C)(C)O2)[CH:28]=[N:27]1.C(=O)([O-])[O-].[Na+].[Na+]>Cl[Pd](Cl)([P](C1C=CC=CC=1)(C1C=CC=CC=1)C1C=CC=CC=1)[P](C1C=CC=CC=1)(C1C=CC=CC=1)C1C=CC=CC=1.C1(C)C=CC=CC=1.C(O)C.O>[Br:1][C:2]1[CH:3]=[C:4]2[C:10]([C:29]3[CH:28]=[N:27][N:26]([CH2:25][C:24]4[CH:40]=[C:41]([F:44])[CH:42]=[CH:43][C:23]=4[F:22])[CH:30]=3)=[CH:9][N:8]([S:12]([C:15]3[CH:21]=[CH:20][C:18]([CH3:19])=[CH:17][CH:16]=3)(=[O:14])=[O:13])[C:5]2=[N:6][CH:7]=1 |f:2.3.4,6.7.8,^1:53,72|. Procedure: Using similar reaction conditions as described in step-i of example 1,5-bromo-3-iodo-1-tosyl-1H-pyrrolo[2,3-b]pyridine (Intermediate 1) (1 g, 2.37 mmol) was coupled with 1-(2,5-difluorobenzyl)-4-(4,4,5,5-tetramethyl-1,3,2-dioxaborolan-2-yl)-1H-pyrazole (Intermediate 6) (688 mg, 3.3 mmol) in sodium carbonate (749 mg, 7.07 mmol), bis(triphenyl phosphine)palladium(ii) dichloride (83 mg, 0.11 mmol) and toluene/ethanol/water (10/10/5 ml) to afford 550 mg (42.63% yield) of the pure product after colum... Starting materials: C(C)(=O)OCC1=NC=C(C(=C1C)OC)C ((4-methoxy-3,5-dimethyl-2-pyridyl)methyl acetate), [OH-].[Na+] (sodium hydroxide). Run in C(C)O (ethanol). Conditions: time 3 hour. Yields the product COC1=C(C(=NC=C1C)CO)C (4-methoxy-3,5-dimethyl-2-pyridylmethanol). Reaction SMILES: C([O:4][CH2:5][C:6]1[C:11]([CH3:12])=[C:10]([O:13][CH3:14])[C:9]([CH3:15])=[CH:8][N:7]=1)(=O)C.[OH-].[Na+]>C(O)C>[CH3:14][O:13][C:10]1[C:9]([CH3:15])=[CH:8][N:7]=[C:6]([CH2:5][OH:4])[C:11]=1[CH3:12] |f:1.2|. Procedure: 94.9 g of (4-methoxy-3,5-dimethyl-2-pyridyl)methyl acetate are dissolved in 570 ml of ethanol. 285 ml of 3N sodium hydroxide solution are then added dropwise thereto at 0° and the mixture is stirred at room temperature for 3 hours. The ethanol is subsequently removed in vacuo, whereupon the residual aqueous solution is extracted three times with 300 ml of methylene chloride. The organic extracts are dried over sodium sulphate and evaporated in vacuo. The residue is crystallized from petroleum et...